This data is from the Open Reaction Database (ORD), a public repository of structured organic reaction records. The task is: describe an organic reaction: reactants, conditions, products, and yield The reactants are O=C(O)C(F)(F)F, CC(C)(C)OC(=O)CNC(=O)C1=C(O)c2ccccc2C2(CCOCC2)C1=O. Product: O=C(O)CNC(=O)C1=C(O)c2ccccc2C2(CCOCC2)C1=O. As a reaction SMILES: [F:29][C:30]([F:31])([F:32])[C:33]([OH:34])=[O:35].[OH:1][C:2]1=[C:3]([C:18](=[O:19])[NH:20][CH2:21][C:22](=[O:23])[O:24][C:25]([CH3:26])([CH3:27])[CH3:28])[C:4](=[O:17])[C:5]2([c:6]3[cH:7][cH:8][cH:9][cH:10][c:11]31)[CH2:12][CH2:13][O:14][CH2:15][CH2:16]2>>[OH:1][C:2]1=[C:3]([C:18](=[O:19])[NH:20][CH2:21][C:22](=[O:23])[OH:24])[C:4](=[O:17])[C:5]2([c:6]3[cH:7][cH:8][cH:9][cH:10][c:11]31)[CH2:12][CH2:13][O:14][CH2:15][CH2:16]2. Reactants: 12, ClCC(CN1C(N(C2=C1C=CC=C2)C(=C)C)=O)C (1-(3-chloro-2-methylpropyl)-1,3-dihydro-3-(1-methylethenyl)-2H-benzimidazol-2-one), FC1=CC=C(C=C1)C(N1CCNCC1)C1=CC=C(C=C1)F (1-[bis(4-fluorophenyl)methyl]piperazine), C([O-])([O-])=O.[Na+].[Na+] (sodium carbonate), [I-].[K+] (potassium iodide). Run in CC(CC(C)=O)C (4-methyl-2-pentanone), O (water), O (water). Product: FC1=CC=C(C=C1)C(N1CCN(CC1)CC(CN1C(N(C2=C1C=CC=C2)C(=C)C)=O)C)C2=CC=C(C=C2)F (1-[3-{4-[bis(4-fluorophenyl)methyl]-1-piperazinyl}-2-methylpropyl]-1,3-dihydro-3-(1-methylethenyl)-2H-benzimidazol-2-one). RXN SMILES: Cl[CH2:2][CH:3]([CH3:18])[CH2:4][N:5]1[C:9]2[CH:10]=[CH:11][CH:12]=[CH:13][C:8]=2[N:7]([C:14]([CH3:16])=[CH2:15])[C:6]1=[O:17].[F:19][C:20]1[CH:25]=[CH:24][C:23]([CH:26]([C:33]2[CH:38]=[CH:37][C:36]([F:39])=[CH:35][CH:34]=2)[N:27]2[CH2:32][CH2:31][NH:30][CH2:29][CH2:28]2)=[CH:22][CH:21]=1.C(=O)([O-])[O-].[Na+].[Na+].[I-].[K+]>O.CC(C)CC(=O)C>[F:39][C:36]1[CH:35]=[CH:34][C:33]([CH:26]([C:23]2[CH:24]=[CH:25][C:20]([F:19])=[CH:21][CH:22]=2)[N:27]2[CH2:28][CH2:29][N:30]([CH2:2][CH:3]([CH3:18])[CH2:4][N:5]3[C:9]4[CH:10]=[CH:11][CH:12]=[CH:13][C:8]=4[N:7]([C:14]([CH3:16])=[CH2:15])[C:6]3=[O:17])[CH2:31][CH2:32]2)=[CH:38][CH:37]=1 |f:2.3.4,5.6|. Procedure: A mixture of 12 parts of 1-(3-chloro-2-methylpropyl)-1,3-dihydro-3-(1-methylethenyl)-2H-benzimidazol-2-one, 5.76 parts of 1-[bis(4-fluorophenyl)methyl]piperazine, 5.3 parts of sodium carbonate, 0.2 parts of potassium iodide and 200 parts of 4-methyl-2-pentanone is stirred and refluxed for 20 hours with water-separator. The reaction mixture is cooled, water is added and the layers are separated. The organic phase is dried, filtered and evaporated, yielding 1-[3-{4-[bis(4-fluorophenyl)methyl]-1-pi... As a reaction SMILES: [Br:20][c:21]1[cH:22][cH:23][c:24]([C:26]#[N:27])[s:25]1.[CH2:29]1[O:30][CH2:31][CH2:32][CH2:33]1.[CH3:10][Si:11]([N-:12][Si:13]([CH3:14])([CH3:15])[CH3:16])([CH3:17])[CH3:18].[NH2:1][c:2]1[cH:3][c:4]([Cl:5])[cH:6][cH:7][c:8]1[Cl:9].[Na+:19].[OH2:28]>>[NH:1]([c:2]1[cH:3][c:4]([Cl:5])[cH:6][cH:7][c:8]1[Cl:9])[C:26]([c:24]1[cH:23][cH:22][c:21]([Br:20])[s:25]1)=[NH:27]. Reactants: N#Cc1ccc(Br)s1, C1CCOC1, C[Si](C)(C)[N-][Si](C)(C)C, Nc1cc(Cl)ccc1Cl, [Na+], O. Yields the product N=C(Nc1cc(Cl)ccc1Cl)c1ccc(Br)s1. The reactants are ClC1=C(C2=C(NC(C(=C2O)C#N)=O)S1)C1=CC=C(OCC(=O)O)C=C1 (2-[4-(2-chloro-5-cyano-4-hydroxy-6-oxo-6,7-dihydrothieno[2,3-b]pyridin-3-yl)phenoxy]acetic acid), C=1C=CC2=C(C1)N=NN2O (HOBt), C1CCC(CC1)N=C=NC2CCCCC2 (DCC), NCCCO (3-amino-propan-1-ol). Run at time 18 hour. Product: ClC1=C(C2=C(NC(C(=C2O)C#N)=O)S1)C1=CC=C(OCC(=O)NCCCO)C=C1 (2-[4-(2-chloro-5-cyano-4-hydroxy-6-oxo-6,7-dihydrothieno[2,3-b]pyridin-3-yl)phenoxy]-N-(3-hydroxypropyl)acetamide). As a reaction SMILES: [Cl:1][C:2]1[S:14][C:5]2[NH:6][C:7](=[O:13])[C:8]([C:11]#[N:12])=[C:9]([OH:10])[C:4]=2[C:3]=1[C:15]1[CH:25]=[CH:24][C:18]([O:19][CH2:20][C:21]([OH:23])=O)=[CH:17][CH:16]=1.C1C=CC2N(O)N=NC=2C=1.C1CCC(N=C=NC2CCCCC2)CC1.[NH2:51][CH2:52][CH2:53][CH2:54][OH:55]>>[Cl:1][C:2]1[S:14][C:5]2[NH:6][C:7](=[O:13])[C:8]([C:11]#[N:12])=[C:9]([OH:10])[C:4]=2[C:3]=1[C:15]1[CH:16]=[CH:17][C:18]([O:19][CH2:20][C:21]([NH:51][CH2:52][CH2:53][CH2:54][OH:55])=[O:23])=[CH:24][CH:25]=1. Procedure details: A suspension of 2-[4-(2-chloro-5-cyano-4-hydroxy-6-oxo-6,7-dihydrothieno[2,3-b]pyridin-3-yl)phenoxy]acetic acid (35 mg, 0.093 mmol), HOBt (13 mg, 0.093 mmol), PS-DCC (88 m, 0.121 mmol, 1.37 mmol/g loading), and 3-amino-propan-1-ol (7 mg, 0.0098 mmol) were shaken in a vial at 50 C for 18 h. The reaction was then filtered through celite, eluting with MeOH, and the eluent was concentrated under reduced pressure. The residue was purified by RP-HPLC to give the title compound. MS (ESI) m/e 432 (M−H)−... Starting materials: CCOC(=O)CC(=O)Cc1ccc(OCc2c(F)cccc2F)cc1, O=S(Cl)Cl. The product is O=C(Cl)Cc1ccc(OCc2c(F)cccc2F)cc1. As a reaction SMILES: [F:1][c:2]1[c:3]([CH2:4][O:5][c:6]2[cH:7][cH:8][c:9]([CH2:12][C:13]([CH2:14][C:15]([O:16][CH2:17][CH3:18])=[O:19])=[O:20])[cH:10][cH:11]2)[c:21]([F:25])[cH:22][cH:23][cH:24]1.[S:26]([Cl:27])([Cl:28])=[O:29]>>[F:1][c:2]1[c:3]([CH2:4][O:5][c:6]2[cH:7][cH:8][c:9]([CH2:12][C:13](=[O:20])[Cl:28])[cH:10][cH:11]2)[c:21]([F:25])[cH:22][cH:23][cH:24]1. Reactants: S1C=CC2=C1C=CC(=C2)OC=2C=C(C(=O)NC1=NN(C=C1)C)C=C(C2)O[C@H](COC)C (3-(1-benzothien-5-yloxy)-5-{[(1S)-1-methyl-2-(methyloxy)ethyl]oxy}-N-(1-methyl-1H-pyrazol-3-yl)benzamide), OOS(=O)[O-].[K+] (oxone). The solvent is CO (methanol), O (water), O (Water). Run at time 16 hour. Product: O=S1(C=CC2=C1C=CC(=C2)OC=2C=C(C(=O)NC1=NN(C=C1)C)C=C(C2)O[C@H](COC)C)=O (3-[(1,1-Dioxido-1-benzothien-5-yl)oxy]-5-{[(1S)-1-methyl-2-(methyloxy)ethyl]oxy}-N-(1-methyl-1H-pyrazol-3-yl)benzamide). Yield: 58.7%. Reaction SMILES: S1[C:5]2[CH:6]=[CH:7][C:8]([O:10][C:11]3[CH:12]=[C:13]([CH:23]=[C:24]([O:26][C@@H:27]([CH3:31])[CH2:28][O:29][CH3:30])[CH:25]=3)[C:14]([NH:16][C:17]3[CH:21]=[CH:20][N:19]([CH3:22])[N:18]=3)=[O:15])=[CH:9][C:4]=2[CH:3]=[CH:2]1.O[O:33][S:34]([O-:36])=O.[K+]>CO.O>[O:33]=[S:34]1(=[O:36])[C:5]2[CH:6]=[CH:7][C:8]([O:10][C:11]3[CH:12]=[C:13]([CH:23]=[C:24]([O:26][C@@H:27]([CH3:31])[CH2:28][O:29][CH3:30])[CH:25]=3)[C:14]([NH:16][C:17]3[CH:21]=[CH:20][N:19]([CH3:22])[N:18]=3)=[O:15])=[CH:9][C:4]=2[CH:3]=[CH:2]1 |f:1.2|. Procedure: To a solution of 3-(1-benzothien-5-yloxy)-5-{[(1S)-1-methyl-2-(methyloxy)ethyl]oxy}-N-(1-methyl-1H-pyrazol-3-yl)benzamide (178 mg, 0.41 mmol) in methanol (3 mL) at 0° C. was added dropwise a solution of oxone (752 mg, 1.22 mmol) in water (3 mL). The resultant cloudy slurry was allowed to warm to RT and stir for 16 hours. Water (20 mL) was added and the mixture extracted with DCM (3×20 mL). The combined extracts were dried (MgSO4), filtered and evaporated. The material was chromatographed on sili... Reactants: CO, NN, O, COC(=O)C1(c2ccc3ncccc3c2)CC1. Product: NNC(=O)C1(c2ccc3ncccc3c2)CC1. RXN SMILES: [CH3:21][OH:22].[NH2:19][NH2:20].[OH2:18].[n:1]1[cH:2][cH:3][cH:4][c:5]2[cH:6][c:7]([C:11]3([C:14]([O:16][CH3:15])=[O:17])[CH2:12][CH2:13]3)[cH:8][cH:9][c:10]12>>[n:1]1[cH:2][cH:3][cH:4][c:5]2[cH:6][c:7]([C:11]3([C:14](=[O:16])[NH:19][NH2:20])[CH2:12][CH2:13]3)[cH:8][cH:9][c:10]12.